Dataset: the Open Reaction Database (ORD), a public repository of structured organic reaction records. Task: describe an organic reaction: reactants, conditions, products, and yield Product: C1CC2=[N+](C1)CCC2, [O-][Cl+3]([O-])([O-])[O-]. Starting materials: Br, CS(C)=O, N=C(C1CC1)C1CC1, [O-][Cl+3]([O-])([O-])[O-], [NH4+]. RXN SMILES: [BrH:1].[CH3:16][S:17](=[O:18])[CH3:19].[CH:2]1([C:5](=[NH:6])[CH:7]2[CH2:8][CH2:9]2)[CH2:3][CH2:4]1.[Cl+3:10]([O-:11])([O-:12])([O-:13])[O-:14].[NH4+:15]>>[CH2:2]1[CH2:3][CH2:4][N+:6]2=[C:5]1[CH2:7][CH2:8][CH2:9]2.[Cl+3:10]([O-:11])([O-:12])([O-:13])[O-:14]. The reactants are C1(=C(C(=CC(=C1)C)C)N1C(=C(C=C1)C(=O)OCC)C(=O)OCC)C (diethyl 1-mesityl-1H-pyrrole-2,3-dicarboxylate), O.NN (hydrazine monohydrate), Cl (hydrochloric acid). The solvent is C(C)O (ethanol). Run at temperature 80 celsius, time 20 minute. Yields the product C1(=C(C(=CC(=C1)C)C)N1C=CC2=C1C(NNC2=O)=O)C (1-Mesityl-5,6-dihydro-1H-pyrrolo[2,3-d]pyridazine-4,7-dione). Yield: 93.7%. RXN SMILES: [C:1]1([CH3:24])[CH:6]=[C:5]([CH3:7])[CH:4]=[C:3]([CH3:8])[C:2]=1[N:9]1[CH:13]=[CH:12][C:11]([C:14](OCC)=[O:15])=[C:10]1[C:19](OCC)=[O:20].O.[NH2:26][NH2:27].Cl>C(O)C>[C:1]1([CH3:24])[CH:6]=[C:5]([CH3:7])[CH:4]=[C:3]([CH3:8])[C:2]=1[N:9]1[C:10]2[C:19](=[O:20])[NH:26][NH:27][C:14](=[O:15])[C:11]=2[CH:12]=[CH:13]1 |f:1.2|. Procedure: A mixture of diethyl 1-mesityl-1H-pyrrole-2,3-dicarboxylate (3.4 g, 10.3 mmol), hydrazine monohydrate (2.0 ml, 41.3 mmol) and ethanol (20 ml) was heated under reflux for 48 hours. The mixture was acidified by addition of 5N hydrochloric acid and stirred at 80° C. for 20 min. After cooling, the crystals were collected by filtration to give 2.60 g (94%) of the title compound. Starting materials: COC(=O)CBr, CC(C)(C)[Si](C)(C)OCC1CCC(=O)N1, CC(C)(C)[O-], CCCCCC, CCOC(C)=O, [K+], C1CCOC1, O. The product is COC(=O)CN1C(=O)CCC1CO[Si](C)(C)C(C)(C)C. RXN SMILES: [Br:22][CH2:23][C:24](=[O:25])[O:26][CH3:27].[C:1]([CH3:2])([CH3:3])([CH3:4])[Si:5]([O:6][CH2:7][CH:8]1[CH2:9][CH2:10][C:11](=[O:13])[NH:12]1)([CH3:14])[CH3:15].[CH3:16][C:17]([CH3:18])([O-:19])[CH3:20].[CH3:34][CH2:35][CH2:36][CH2:37][CH2:38][CH3:39].[CH3:40][CH2:41][O:42][C:43](=[O:44])[CH3:45].[K+:21].[O:29]1[CH2:30][CH2:31][CH2:32][CH2:33]1.[OH2:28]>>[C:1]([CH3:2])([CH3:3])([CH3:4])[Si:5]([O:6][CH2:7][CH:8]1[CH2:9][CH2:10][C:11](=[O:13])[N:12]1[CH2:23][C:24](=[O:25])[O:26][CH3:27])([CH3:14])[CH3:15]. Starting materials: O=C([O-])[O-], CO, [K+], [K+], O, CC(C)OC(=O)C1CCn2c(C(=O)c3cccs3)ccc21. Yields the product O=C(c1cccs1)c1ccc2n1CCC2C(=O)O. Reaction SMILES: [C:24](=[O:25])([O-:26])[O-:27].[CH3:22][OH:23].[K+:28].[K+:29].[OH2:30].[c:1]1([C:6](=[O:7])[c:8]2[cH:9][cH:10][c:11]3[n:12]2[CH2:13][CH2:14][CH:15]3[C:16](=[O:17])[O:18][CH:19]([CH3:20])[CH3:21])[cH:2][cH:3][cH:4][s:5]1>>[c:1]1([C:6](=[O:7])[c:8]2[cH:9][cH:10][c:11]3[n:12]2[CH2:13][CH2:14][CH:15]3[C:16](=[O:17])[OH:18])[cH:2][cH:3][cH:4][s:5]1. Reactants: C(C)(=O)NCCC1=NN=C(S1)S (5-(2-acetamidoethyl)-1,3,4-thiadiazole-2-thiol), Cl (hydrochloric acid). Solvent: O1CCOCC1 (dioxane). Product: Cl.NCCC1=NN=C(S1)S (5-(2-aminoethyl)-1,3,4-thiadiazole-2-thiol hydrochloride). RXN SMILES: C([NH:4][CH2:5][CH2:6][C:7]1[S:11][C:10]([SH:12])=[N:9][N:8]=1)(=O)C.[ClH:13]>O1CCOCC1>[ClH:13].[NH2:4][CH2:5][CH2:6][C:7]1[S:11][C:10]([SH:12])=[N:9][N:8]=1 |f:3.4|. Procedure details: Thus obtained 5-(2-acetamidoethyl)-1,3,4-thiadiazole-2-thiol f(0.86 g) was dissolved in a mixture of 6 N hydrochloric acid (9 ml) and dioxane (5 ml) and the solution was heated to reflux for 2.5 hours. The solvent was distilled off and the residue was washed with ethanol to give 5-(2-aminoethyl)-1,3,4-thiadiazole-2-thiol hydrochloride (700 mg). m.p. 218° to 220° C. The reactants are FC(C(=O)O)(F)F (Trifluoroacetic acid), COC(CC1=C(C=C(C=C1)C1=C(C=C(C=C1)C(CC)(CC)C1=CC(=C(C=C1)CCC(C(C)(C)C)O[Si](C)(C)C(C)(C)C)C)C)F)=O ([4′-(1-{4-[3-(t-butyl-dimethyl-silanyloxy)-4,4-dimethyl-pentyl]-3-methyl-phenyl}-1-ethyl-propyl)-3-fluoro-2′-methyl-biphenyl-4-yl]-acetic acid methyl ester). Run in ClCCl (dichloromethane). Reaction conditions: time 2 hour. Product: COC(CC1=C(C=C(C=C1)C1=C(C=C(C=C1)C(CC)(C1=CC(=C(C=C1)CCC(C(C)(C)C)O)C)CC)C)F)=O ((4′-{1-ethyl-1-[4-(3-hydroxy-4,4-dimethyl-pentyl)-3-methyl-phenyl]-propyl}-3-fluoro-2′-methyl-biphenyl-4-yl)-acetic Acid Methyl Ester). Isolated yield 76.3%. RXN SMILES: FC(F)(F)C(O)=O.[CH3:8][O:9][C:10](=[O:53])[CH2:11][C:12]1[CH:17]=[CH:16][C:15]([C:18]2[CH:23]=[CH:22][C:21]([C:24]([C:29]3[CH:34]=[CH:33][C:32]([CH2:35][CH2:36][CH:37]([O:42][Si](C(C)(C)C)(C)C)[C:38]([CH3:41])([CH3:40])[CH3:39])=[C:31]([CH3:50])[CH:30]=3)([CH2:27][CH3:28])[CH2:25][CH3:26])=[CH:20][C:19]=2[CH3:51])=[CH:14][C:13]=1[F:52]>ClCCl>[CH3:8][O:9][C:10](=[O:53])[CH2:11][C:12]1[CH:17]=[CH:16][C:15]([C:18]2[CH:23]=[CH:22][C:21]([C:24]([CH2:27][CH3:28])([C:29]3[CH:34]=[CH:33][C:32]([CH2:35][CH2:36][CH:37]([OH:42])[C:38]([CH3:41])([CH3:39])[CH3:40])=[C:31]([CH3:50])[CH:30]=3)[CH2:25][CH3:26])=[CH:20][C:19]=2[CH3:51])=[CH:14][C:13]=1[F:52]. Reported procedure: Trifluoroacetic acid (0.10 mL) was added to a solution of [4′-(1-{4-[3-(t-butyl-dimethyl-silanyloxy)-4,4-dimethyl-pentyl]-3-methyl-phenyl}-1-ethyl-propyl)-3-fluoro-2′-methyl-biphenyl-4-yl]-acetic acid methyl ester (Example 60-(1); 13.5 mg, 0.0209 mmol) in dichloromethane (0.50 mL) at room temperature, and the mixture was stirred at room temperature for two hours. The solvent in the reaction solution was distilled off under reduced pressure, and the residue was diluted with diethyl ether. The mix... Reactants: NC(C(=O)O)C1=CC(=C(C=C1)O)CCl ((-)-α-amino-3-(chloromethyl)-4-hydroxybenzeneacetic acid), [S-]C#N.[K+] (potassium thiocyanate). The solvent is CO (methanol). The product is NC(C(=O)O)C1=CC(=C(C=C1)O)CSC#N ((-)-α-Amino-3-(thiocyanatomethyl)-4-hydroxybenzeneacetic acid). Isolated yield 78.0%. Reaction SMILES: [NH2:1][CH:2]([C:6]1[CH:11]=[CH:10][C:9]([OH:12])=[C:8]([CH2:13]Cl)[CH:7]=1)[C:3]([OH:5])=[O:4].[S-:15][C:16]#[N:17].[K+]>CO>[NH2:1][CH:2]([C:6]1[CH:11]=[CH:10][C:9]([OH:12])=[C:8]([CH2:13][S:15][C:16]#[N:17])[CH:7]=1)[C:3]([OH:5])=[O:4] |f:1.2|. Reported procedure: A solution of (-)-α-amino-3-(chloromethyl)-4-hydroxybenzeneacetic acid (0.5 g, 1.98 mmole) and potassium thiocyanate (0.4 g, 4.12 mmole) in 10 ml of methanol is stirred at room temperature for 16 hours. The reaction mixture is filtered to remove the potassium chloride, the filtrate is evaporated and to the residue is added saturated aqueous sodium bicarbonate until the pH is 7. The title compound precipitates as a white powder which is filtered and dried. (1.83 g, 78% yield), NMR (TFA-D+D2O) ppm... Starting materials: temperature,2-methoxy-5-pyridinboronic acid, di(acetato)dicyclohexylphenylphosphine palladium(II), BrC1=CC(=C(C(=O)OC(C)(C)C)C=C1)NC1=CC=C(C=C1)F (tert-butyl 4-bromo-2-(4-fluoroanilino)benzoate), COC1=NC=C(C=C1)B(O)O (2-methoxy-5-pyridinboronic acid), C([O-])([O-])=O.[Na+].[Na+] (sodium carbonate), di(acetato)dicyclohexylphenylphosphine palladium(II). Solvent: CN(C(C)=O)C (N,N-dimethylacetamide). Reaction conditions: temperature 110 celsius, time 15 hour. The product is FC1=CC=C(NC2=C(C(=O)OC(C)(C)C)C=CC(=C2)C=2C=CC(=NC2)OC)C=C1 (tert-butyl 2-(4-fluoroanilino)-4-(2-methoxypyridin-5-yl)benzoate). As a reaction SMILES: Br[C:2]1[CH:14]=[CH:13][C:5]([C:6]([O:8][C:9]([CH3:12])([CH3:11])[CH3:10])=[O:7])=[C:4]([NH:15][C:16]2[CH:21]=[CH:20][C:19]([F:22])=[CH:18][CH:17]=2)[CH:3]=1.[CH3:23][O:24][C:25]1[CH:30]=[CH:29][C:28](B(O)O)=[CH:27][N:26]=1.C(=O)([O-])[O-].[Na+].[Na+]>CN(C)C(=O)C>[F:22][C:19]1[CH:20]=[CH:21][C:16]([NH:15][C:4]2[CH:3]=[C:2]([C:28]3[CH:29]=[CH:30][C:25]([O:24][CH3:23])=[N:26][CH:27]=3)[CH:14]=[CH:13][C:5]=2[C:6]([O:8][C:9]([CH3:12])([CH3:11])[CH3:10])=[O:7])=[CH:17][CH:18]=1 |f:2.3.4|. Procedure details: To N,N-dimethylacetamide 2.5 mL solution of tert-butyl 4-bromo-2-(4-fluoroanilino)benzoate 0.10 g were added 2-methoxy-5-pyridinboronic acid 63 mg, sodium carbonate 72 mg and polymer-carried di(acetato)dicyclohexylphenylphosphine palladium(II) 8 mg, and it was stirred at 110° C. for 15 hours. After the reaction mixture was cooled to room temperature,2-methoxy-5-pyridinboronic acid 21 mg and polymer-carried di(acetato)dicyclohexylphenylphosphine palladium(II) 8 mg were added to it, and it was sti...